This data is from the Open Reaction Database (ORD), a public repository of structured organic reaction records. The task is: describe an organic reaction: reactants, conditions, products, and yield The reactants are C#CCn1c(-c2ccccc2)nc(CC)c(CC)c1=O, C1CCOC1, [Li]CCCC, C[Si](C)(C)Cl, CCCCCC. As a reaction SMILES: [CH2:1]([CH3:2])[c:3]1[c:4](=[O:20])[n:5]([CH2:17][C:18]#[CH:19])[c:6](-[c:11]2[cH:12][cH:13][cH:14][cH:15][cH:16]2)[n:7][c:8]1[CH2:9][CH3:10].[CH2:21]1[O:22][CH2:23][CH2:24][CH2:25]1.[CH2:26]([Li:27])[CH2:28][CH2:29][CH3:30].[CH3:31][Si:32]([CH3:33])([CH3:34])[Cl:35].[CH3:36][CH2:37][CH2:38][CH2:39][CH2:40][CH3:41]>>[CH2:1]([CH3:2])[c:3]1[c:4](=[O:20])[n:5]([CH2:17][C:18]#[C:19][Si:32]([CH3:31])([CH3:33])[CH3:34])[c:6](-[c:11]2[cH:12][cH:13][cH:14][cH:15][cH:16]2)[n:7][c:8]1[CH2:9][CH3:10]. Product: CCc1nc(-c2ccccc2)n(CC#C[Si](C)(C)C)c(=O)c1CC. The reactants are O=C([O-])[O-], Cc1ccc(-c2cc(C(=O)CC3CCNCC3)c3ccccc3n2)cc1, CN(C)C=O, [K+], [K+], BrCCc1ccccc1. Product: Cc1ccc(-c2cc(C(=O)CC3CCN(CCc4ccccc4)CC3)c3ccccc3n2)cc1. RXN SMILES: [C:1](=[O:2])([O-:3])[O-:4].[CH3:16][c:17]1[cH:18][cH:19][c:20](-[c:23]2[n:24][c:25]3[cH:26][cH:27][cH:28][cH:29][c:30]3[c:31]([C:33]([CH2:34][CH:35]3[CH2:36][CH2:37][NH:38][CH2:39][CH2:40]3)=[O:41])[cH:32]2)[cH:21][cH:22]1.[CH3:42][N:43]([CH3:44])[CH:45]=[O:46].[K+:5].[K+:6].[c:7]1([CH2:13][CH2:14][Br:15])[cH:8][cH:9][cH:10][cH:11][cH:12]1>>[c:7]1([CH2:13][CH2:14][N:38]2[CH2:37][CH2:36][CH:35]([CH2:34][C:33]([c:31]3[c:30]4[c:25]([n:24][c:23](-[c:20]5[cH:19][cH:18][c:17]([CH3:16])[cH:22][cH:21]5)[cH:32]3)[cH:26][cH:27][cH:28][cH:29]4)=[O:41])[CH2:40][CH2:39]2)[cH:8][cH:9][cH:10][cH:11][cH:12]1. Reaction SMILES: C(OC([S:6][C:7]1[CH:8]=[C:9]([C:14]([F:17])([F:16])[F:15])[CH:10]=[CH:11][C:12]=1[F:13])=S)C.[H-].[Al+3].[Li+].[H-].[H-].[H-].Cl>O1CCCC1>[F:13][C:12]1[CH:11]=[CH:10][C:9]([C:14]([F:15])([F:16])[F:17])=[CH:8][C:7]=1[SH:6] |f:1.2.3.4.5.6|. Procedure details: The above-obtained 3-ethoxythiocarbonylthio-4-fluorobenzotrifluoride was dissolved in 100 ml of tetrahydrofuran without further purification. The solution was added dropwise to a suspension of 4.4 g of lithium aluminum hydride in 100 ml of tetrahydrofuran. The reaction mixture was stirred for 3 hours, followed by addition of diluted hydrochloric acid to adjust the pH to 1, and the mixture was extracted with ethyl acetate, giving 13 g of 4-fluoro-3-mercaptobenzotrifluoride. Product: FC1=C(C=C(C=C1)C(F)(F)F)S (4-fluoro-3-mercaptobenzotrifluoride). Run in O1CCCC1 (tetrahydrofuran), O1CCCC1 (tetrahydrofuran). Starting materials: [H-].[Al+3].[Li+].[H-].[H-].[H-] (lithium aluminum hydride), C(C)OC(=S)SC=1C=C(C=CC1F)C(F)(F)F (3-ethoxythiocarbonylthio-4-fluorobenzotrifluoride), Cl (hydrochloric acid). Reaction conditions: time 3 hour. Starting materials: C1CCC2=NCCCN2CC1, CCOC(=O)Nc1nc2cc(OC)c(OC)cc2nc1OC, COc1cccc(N2CCNCC2)c1, C1CCOC1. The product is COc1cccc(N2CCN(C(=O)Nc3nc4cc(OC)c(OC)cc4nc3OC)CC2)c1. Reaction SMILES: [CH2:37]1[CH2:38][CH2:39][C:40]2=[N:45][CH2:44][CH2:43][CH2:42][N:41]2[CH2:46][CH2:47]1.[CH3:1][O:2][c:3]1[n:4][c:5]2[cH:6][c:7]([O:21][CH3:22])[c:8]([O:19][CH3:20])[cH:9][c:10]2[n:11][c:12]1[NH:13][C:14]([O:15][CH2:16][CH3:17])=[O:18].[CH3:23][O:24][c:25]1[cH:26][c:27]([N:31]2[CH2:32][CH2:33][NH:34][CH2:35][CH2:36]2)[cH:28][cH:29][cH:30]1.[O:48]1[CH2:49][CH2:50][CH2:51][CH2:52]1>>[CH3:1][O:2][c:3]1[n:4][c:5]2[cH:6][c:7]([O:21][CH3:22])[c:8]([O:19][CH3:20])[cH:9][c:10]2[n:11][c:12]1[NH:13][C:14](=[O:18])[N:34]1[CH2:33][CH2:32][N:31]([c:27]2[cH:26][c:25]([O:24][CH3:23])[cH:30][cH:29][cH:28]2)[CH2:36][CH2:35]1. Reactants: CC(C)(C)OC(=O)N[C@H](C(C1=CC=CC=C1)C2=CC=CC=C2)C(=O)O.N1[C@H](C(=O)O)CCC1 (Boc-D-3,3-diphenylalanine L-proline). The solvent is C(Cl)Cl.C(=O)(C(F)(F)F)O (methylene chloride TFA). The product is C1=CC=C(C=C1)C(C2=CC=CC=C2)[C@H](C(=O)O)N.N1[C@H](C(=O)O)CCC1 (D-3,3-Diphenylalanine L-proline). Reaction SMILES: CC(OC([NH:8][C@@H:9]([C:23]([OH:25])=[O:24])[CH:10]([C:17]1[CH:22]=[CH:21][CH:20]=[CH:19][CH:18]=1)[C:11]1[CH:16]=[CH:15][CH:14]=[CH:13][CH:12]=1)=O)(C)C.[NH:26]1[CH2:33][CH2:32][CH2:31][C@H:27]1[C:28]([OH:30])=[O:29]>C(Cl)Cl.C(O)(C(F)(F)F)=O>[CH:14]1[CH:13]=[CH:12][C:11]([CH:10]([C@@H:9]([NH2:8])[C:23]([OH:25])=[O:24])[C:17]2[CH:18]=[CH:19][CH:20]=[CH:21][CH:22]=2)=[CH:16][CH:15]=1.[NH:26]1[CH2:33][CH2:32][CH2:31][C@H:27]1[C:28]([OH:30])=[O:29] |f:0.1,2.3,4.5|. Reported procedure: A solution of Boc-D-3,3-diphenylalanine-L-proline-N-(trans-4-imidazoleallyl) amide (55 mg, 0.1 mmol) in 2:1 methylene chloride/TFA (30 ml) was stirred at room temperature for 4 h. The solvents were removed in vacuo and the residue was purified by preparative HPLC. 1H NMR (CH3OD) d 1.10-1.37 (m, 2 H), 1.70-1.90 (br s, 2 H), 2.70-2.90 (br m, 1 H), 3.50-3.65 (br m, 1 H) 3.95 (br s, 2 H), 4.00-4.10 (br m, 1 H), 4.45 (d, J=11.5 Hz, 1 H), 4.95 (d, J=11.5 Hz, 1 H) 6.30-6.40 (m, 1 H), 6.58 (d, J=16 Hz, ... Reactants: C(C1=CC=CC=C1)C1(C(OCC1)=O)O (3-Benzyl-3-hydroxy-dihydro-furan-2-one), OC1=NC=CC=C1 (2-hyroxypyridine), C1[C@H]([C@H](C2=CC=CC=C21)N)O ((1S,2R)-(−)-cis-1-amino-2-indanol), compound 21d-( R ). Solvent: ClCCl (dichloromethane). Conditions: temperature 50 celsius, time 24 hour. The product is C(C1=CC=CC=C1)[C@](C(=O)N[C@@H]1[C@@H](CC2=CC=CC=C12)O)(CCO)O ((R)-2-Benzyl-2,4-dihydroxy-N-((1S,2R)-2-hydroxy-indan-1-yl)-butyramide). Yield: 66.0%. As a reaction SMILES: [CH2:1]([C:8]1([OH:14])[CH2:12][CH2:11][O:10][C:9]1=[O:13])[C:2]1[CH:7]=[CH:6][CH:5]=[CH:4][CH:3]=1.OC1C=CC=CN=1.[CH2:22]1[C:30]2[C:25](=[CH:26][CH:27]=[CH:28][CH:29]=2)[C@H:24]([NH2:31])[C@@H:23]1[OH:32]>ClCCl>[CH2:1]([C@@:8]([OH:14])([CH2:12][CH2:11][OH:10])[C:9]([NH:31][C@H:24]1[C:25]2[C:30](=[CH:29][CH:28]=[CH:27][CH:26]=2)[CH2:22][C@H:23]1[OH:32])=[O:13])[C:2]1[CH:7]=[CH:6][CH:5]=[CH:4][CH:3]=1. Procedure details: 3-Benzyl-3-hydroxy-dihydro-furan-2-one (21c) (0.5 g, 2.6 mmol) and 2-hyroxypyridine (0.27 g, 2.8 mmol) in dry dichloromethane (15 mL) was added (1S,2R)-(−)-cis-1-amino-2-indanol (0.43 g, 2.8 mmol). The reaction mixture was stirred at 50° C. for 24 h and then evaporated. The residue was dissolved in ethyl acetate (80 mL) and washed with 1M HCl (20 mL), followed by saturated aqueous NaHCO3 (20 mL), and thereafter dried, filtered, and concentrated. The residue purified by silica gel flash chromatog... The reactants are Cc1cc([N+](=O)[O-])c(Cl)cc1Br, CNC(=O)c1ccc(B(O)O)cc1, [Na+], [Na+], O=C([O-])[O-], COC(C)OC, O. Product: CNC(=O)c1ccc(-c2cc(Cl)c([N+](=O)[O-])cc2C)cc1. RXN SMILES: [Br:1][c:2]1[c:3]([CH3:12])[cH:4][c:5]([N+:9](=[O:10])[O-:11])[c:6]([Cl:8])[cH:7]1.[CH3:13][NH:14][C:15](=[O:16])[c:17]1[cH:18][cH:19][c:20]([B:23]([OH:24])[OH:25])[cH:21][cH:22]1.[Na+:26].[Na+:27].[O-:28][C:29](=[O:30])[O-:31].[O:33]([CH:34]([O:35][CH3:36])[CH3:37])[CH3:38].[OH2:32]>>[c:2]1(-[c:20]2[cH:19][cH:18][c:17]([C:15]([NH:14][CH3:13])=[O:16])[cH:22][cH:21]2)[c:3]([CH3:12])[cH:4][c:5]([N+:9](=[O:10])[O-:11])[c:6]([Cl:8])[cH:7]1.